From a dataset of the Open Reaction Database (ORD), a public repository of structured organic reaction records. describe an organic reaction: reactants, conditions, products, and yield Reaction SMILES: [CH2:18]1[O:19][CH2:20][CH2:21][CH2:22]1.[CH2:1]([Li:2])[CH2:3][CH2:4][CH3:5].[Cl-:23].[NH4+:24].[s:6]1[cH:7][n:8][c:9]2[c:10]1[cH:11][c:12]([C:15]([OH:16])=[O:17])[cH:13][cH:14]2>>[s:6]1[cH:7][n:8][c:9]2[c:10]1[cH:11][cH:12][cH:13][cH:14]2. Starting materials: C1CCOC1, [Li]CCCC, [Cl-], [NH4+], O=C(O)c1ccc2ncsc2c1. Yields the product c1ccc2scnc2c1. Starting materials: ClC1=CC(=NC=N1)NC1=CC=C(C=C1)P(=O)(C)C (6-chloro-N-[4-(dimethylphosphoryl)phenyl]pyrimidin-4-amine), NN1CCN(CC1)C (1-Amino-4-methyl-piperazine). Product: CP(=O)(C)C1=CC=C(C=C1)NC1=NC=NC(=C1)NN1CCN(CC1)C (N-[4-(dimethylphosphoryl)phenyl]-N′-(4-methylpiperazin-1-yl)pyrimidine-4,6-diamine). Reaction SMILES: Cl[C:2]1[N:7]=[CH:6][N:5]=[C:4]([NH:8][C:9]2[CH:14]=[CH:13][C:12]([P:15]([CH3:18])([CH3:17])=[O:16])=[CH:11][CH:10]=2)[CH:3]=1.[NH2:19][N:20]1[CH2:25][CH2:24][N:23]([CH3:26])[CH2:22][CH2:21]1>>[CH3:17][P:15]([C:12]1[CH:13]=[CH:14][C:9]([NH:8][C:4]2[CH:3]=[C:2]([NH:19][N:20]3[CH2:25][CH2:24][N:23]([CH3:26])[CH2:22][CH2:21]3)[N:7]=[CH:6][N:5]=2)=[CH:10][CH:11]=1)([CH3:18])=[O:16]. Procedure: The compound is prepared as in Example 59 by reacting 6-chloro-N-[4-(dimethylphosphoryl)phenyl]pyrimidin-4-amine with 1-Amino-4-methyl-piperazine. The reactants are BrCC=1C=CC2=C(C=3C(NC(=NC3C=C2)NC(C(C)(C)C)=O)=O)C1 (N-(9-Bromomethyl-1,2-dihydro-1-oxobenzo[f]quinazolin-3-yl)pivalamide), FC1=CC=C(N)C=C1 (4-fluoroaniline), C([O-])(O)=O.[Na+] (sodium bicarbonate). The solvent is CN(C=O)C (dimethylformamide). Run at temperature 100 celsius, time 30 minute. The product is NC1=NC=2C=CC3=C(C2C(N1)=O)C=C(C=C3)CNC3=CC=C(C=C3)F (3-Amino-9-((4-fluoroanilino)methyl)benzo[f]quinazolin-1(2H)-one). Yield: 36.5%. RXN SMILES: Br[CH2:2][C:3]1[CH:4]=[CH:5][C:6]2[CH:15]=[CH:14][C:13]3[N:12]=[C:11]([NH:16]C(=O)C(C)(C)C)[NH:10][C:9](=[O:23])[C:8]=3[C:7]=2[CH:24]=1.[F:25][C:26]1[CH:32]=[CH:31][C:29]([NH2:30])=[CH:28][CH:27]=1.C(=O)(O)[O-].[Na+]>CN(C)C=O>[NH2:16][C:11]1[NH:10][C:9](=[O:23])[C:8]2[C:7]3[CH:24]=[C:3]([CH2:2][NH:30][C:29]4[CH:31]=[CH:32][C:26]([F:25])=[CH:27][CH:28]=4)[CH:4]=[CH:5][C:6]=3[CH:15]=[CH:14][C:13]=2[N:12]=1 |f:2.3|. Procedure details: N-(9-Bromomethyl-1,2-dihydro-1-oxobenzo[f]quinazolin-3-yl)pivalamide (0.97 g, 2.5 mmole) and 4-fluoroaniline (0.56 g, 5 mmole) (Aldrich) were dissolved in dimethylformamide (15 ml). The reaction was stirred for 30 minutes at 100° C., sodium bicarbonate (0.42 g, 5mmole) added and the suspension stirred for a further 30 minutes. The dimethyl-formamide was removed in vacuo, the residue washed with methylene chloride and filtered. The filtrate was evaporated, and the residue was subjected to chromat... Starting materials: COC(=O)C=1N=C(C=2C(N(C=CC2C1O)CC1=CC=CC=C1)=O)C#N (7-benzyl-1-cyano-4-hydroxy-8-oxo-7,8-dihydro-[2,7]naphthyridine-3-carboxylic acid methyl ester), N[C@H](C)C(=O)O (D-alanine), C[O-].[Na+] (NaOMe). Solvent: C(=O)(O)[O-].[Na+] (NaHCO3). The product is C(C1=CC=CC=C1)N1C=CC=2C(=C(N=C(C2C1=O)C#N)C(=O)N[C@@H](C(=O)O)C)O ((R)-2-[(7-Benzyl-1-cyano-4-hydroxy-8-oxo-7,8-dihydro-[2,7]naphthyridine-3-carbonyl)-amino]-propionic acid). Yield: 65.1%. RXN SMILES: CO[C:3]([C:5]1[N:6]=[C:7]([C:24]#[N:25])[C:8]2[C:9](=[O:23])[N:10]([CH2:16][C:17]3[CH:22]=[CH:21][CH:20]=[CH:19][CH:18]=3)[CH:11]=[CH:12][C:13]=2[C:14]=1[OH:15])=[O:4].[NH2:26][C@@H:27]([C:29]([OH:31])=[O:30])[CH3:28].C[O-].[Na+]>C([O-])(O)=O.[Na+]>[CH2:16]([N:10]1[C:9](=[O:23])[C:8]2[C:7]([C:24]#[N:25])=[N:6][C:5]([C:3]([NH:26][C@H:27]([CH3:28])[C:29]([OH:31])=[O:30])=[O:4])=[C:14]([OH:15])[C:13]=2[CH:12]=[CH:11]1)[C:17]1[CH:18]=[CH:19][CH:20]=[CH:21][CH:22]=1 |f:2.3,4.5|. Reported procedure: A mixture of 7-benzyl-1-cyano-4-hydroxy-8-oxo-7,8-dihydro-[2,7]naphthyridine-3-carboxylic acid methyl ester (30 mg, 0.090 mmol), D-alanine (1061 mg, 11.9 mmol) and NaOMe solution (18 mL, 9 mmol, 0.5 M in MeOH) was refluxed for 48 h. After the mixture was cooled to r.t., solvent was evaporated in vacuo. The residue was partitioned between EtOAc and water. 1 M HCl was added with vigorous stirring until pH was about 2. The organic layer was dried over MgSO4 and concentrated to give a crude solid. T... Reactants: OC=1C=C(CN2N=CC3=C(C2=O)SC(=C3)C3=CC=C(C=C3)C(F)(F)F)C=CC1 (6-(3-Hydroxybenzyl)-2-[4-(trifluoromethyl)phenyl]thieno[2,3-d]pyridazin-7(6H)-one), CN1CCC(CC1)O (1-methylpiperidin-4-ol), CCOC(=O)/N=N/C(=O)OCC (DEAD). Solvent: C1CCOC1 (THF). Yields the product C(C)(=O)O.CN1CCC(CC1)OC=1C=C(CN2N=CC3=C(C2=O)SC(=C3)C3=CC=C(C=C3)C(F)(F)F)C=CC1 (6-{3-[(1-Methylpiperidin-4-yl)oxy]benzyl}-2-[4-(trifluoromethyl)phenyl]thieno[2,3-d]pyridazin-7(6H)-one, acetate salt). Yield: 15.7%. Reaction SMILES: [OH:1][C:2]1[CH:3]=[C:4]([CH:26]=[CH:27][CH:28]=1)[CH2:5][N:6]1[C:11](=[O:12])[C:10]2[S:13][C:14]([C:16]3[CH:21]=[CH:20][C:19]([C:22]([F:25])([F:24])[F:23])=[CH:18][CH:17]=3)=[CH:15][C:9]=2[CH:8]=[N:7]1.[CH3:29][N:30]1[CH2:35][CH2:34][CH:33]([OH:36])[CH2:32][CH2:31]1.CCOC(/N=N/C(OCC)=O)=O>C1COCC1>[C:11]([OH:12])(=[O:36])[CH3:10].[CH3:29][N:30]1[CH2:35][CH2:34][CH:33]([O:1][C:2]2[CH:3]=[C:4]([CH:26]=[CH:27][CH:28]=2)[CH2:5][N:6]2[C:11](=[O:12])[C:10]3[S:13][C:14]([C:16]4[CH:17]=[CH:18][C:19]([C:22]([F:25])([F:24])[F:23])=[CH:20][CH:21]=4)=[CH:15][C:9]=3[CH:8]=[N:7]2)[CH2:32][CH2:31]1 |f:4.5|. Procedure: 6-(3-Hydroxybenzyl)-2-[4-(trifluoromethyl)phenyl]thieno[2,3-d]pyridazin-7(6H)-one (0.203 g, 0.50 mmol), 1-methylpiperidin-4-ol (0.074 g, 0.64 mmol) and TPP (0.172 g, 0.66 mmol) were stirred in THF (3 mL) at 0° C. DEAD (0.3 mL, 40% in toluene, 0.66 mmol) was added and the resulting mixture was allowed to attain room temperature and the stirring continued over night. Concentration and purification on C8-HPLC (0.1% HOAc, gradient 30→40% CH3CN) gave 0.022 g (8%) of the title compound. 1H NMR (400 MH...